From a dataset of the Open Reaction Database (ORD), a public repository of structured organic reaction records. describe an organic reaction: reactants, conditions, products, and yield The reactants are O=C([O-])[O-], CC1(C)c2cccc(P(c3ccccc3)c3ccccc3)c2Oc2c(P(c3ccccc3)c3ccccc3)cccc21, FC(F)(F)c1cnc(Cl)cc1I, [Cs+], [Cs+], CNC(=O)c1ccccc1N, CC(=O)[O-], CC(=O)[O-], C1COCCO1, [Pd+2]. The product is CNC(=O)c1ccccc1Nc1cc(Cl)ncc1C(F)(F)F. RXN SMILES: [C:1](=[O:2])([O-:3])[O-:4].[CH3:19][C:20]1([CH3:21])[c:22]2[cH:23][cH:24][cH:25][c:26]([P:27]([c:28]3[cH:29][cH:30][cH:31][cH:32][cH:33]3)[c:34]3[cH:35][cH:36][cH:37][cH:38][cH:39]3)[c:40]2[O:41][c:42]2[c:43]1[cH:44][cH:45][cH:46][c:47]2[P:48]([c:49]1[cH:50][cH:51][cH:52][cH:53][cH:54]1)[c:55]1[cH:56][cH:57][cH:58][cH:59][cH:60]1.[Cl:7][c:8]1[n:9][cH:10][c:11]([C:15]([F:16])([F:17])[F:18])[c:12]([I:14])[cH:13]1.[Cs+:5].[Cs+:6].[NH2:61][c:62]1[c:63]([C:64](=[O:65])[NH:66][CH3:67])[cH:68][cH:69][cH:70][cH:71]1.[O-:79][C:80]([CH3:81])=[O:82].[O-:83][C:84]([CH3:85])=[O:86].[O:72]1[CH2:73][CH2:74][O:75][CH2:76][CH2:77]1.[Pd+2:78]>>[Cl:7][c:8]1[n:9][cH:10][c:11]([C:15]([F:16])([F:17])[F:18])[c:12]([NH:61][c:62]2[c:63]([C:64](=[O:65])[NH:66][CH3:67])[cH:68][cH:69][cH:70][cH:71]2)[cH:13]1. The reactants are OC1=CC=CC2=CC3=CC=CC(=C3C(=C12)O)O (1,8,9-Trihydroxyanthracene), C1=CC=CC=C1 (benzene), O(C1=CC=CC=C1)C1=C(C(=O)Cl)C=CC=C1 (2-Phenoxybenzoyl chloride). Solvent: N1=CC=CC=C1 (pyridine). Run at time 2 hour. The product is O(C1=CC=CC=C1)C1=C(C(=O)OC2=CC=CC3=CC4=CC=CC(=C4C(=C23)OC(C2=C(C=CC=C2)OC2=CC=CC=C2)=O)OC(C2=C(C=CC=C2)OC2=CC=CC=C2)=O)C=CC=C1 (1,8,9-Tri(2-phenoxybenzoyloxy)anthracene). As a reaction SMILES: [OH:1][C:2]1[C:15]2[C:6](=[CH:7][C:8]3[C:13]([C:14]=2[OH:16])=[C:12]([OH:17])[CH:11]=[CH:10][CH:9]=3)[CH:5]=[CH:4][CH:3]=1.[CH:18]1[CH:23]=[CH:22][CH:21]=[CH:20][CH:19]=1.[O:24]([C:31]1[CH:39]=[CH:38][CH:37]=[CH:36][C:32]=1[C:33](Cl)=[O:34])[C:25]1[CH:30]=[CH:29][CH:28]=[CH:27][CH:26]=1>N1C=CC=CC=1>[O:1]([C:2]1[CH:3]=[CH:4][CH:5]=[CH:6][C:15]=1[C:14]([O:1][C:2]1[C:15]2[C:6](=[CH:7][C:8]3[C:13]([C:14]=2[O:16][C:33](=[O:34])[C:32]2[CH:36]=[CH:37][CH:38]=[CH:39][C:31]=2[O:24][C:25]2[CH:30]=[CH:29][CH:28]=[CH:27][CH:26]=2)=[C:12]([O:17][C:33](=[O:34])[C:32]2[CH:36]=[CH:37][CH:38]=[CH:39][C:31]=2[O:24][C:25]2[CH:26]=[CH:27][CH:28]=[CH:29][CH:30]=2)[CH:11]=[CH:10][CH:9]=3)[CH:5]=[CH:4][CH:3]=1)=[O:16])[C:18]1[CH:23]=[CH:22][CH:21]=[CH:20][CH:19]=1. Reported procedure: 1,8,9-Trihydroxyanthracene (4 g.), benzene (125 ml.) and pyridine (12 g.) were stirred under nitrogen until a clear solution resulted. 2-Phenoxybenzoyl chloride (17 g.) was added and the mixture was stirred for 2 hours, filtered and evaporated under reduced pressure to a thick oil. This was dissolved in toluene and the solution was added dropwise with stirring to petroleum ether (b.p. 40°-60° C.) to yield a pale yellow-green solid (13 g., 90%), m.p. 110° C. Starting materials: NC1=CC=C(C=2C=CC=NC12)C#N (8-aminoquinoline-5-carbonitrile), ClC1=CC(=C(C=C1)S(=O)(=O)Cl)[N+](=O)[O-] (4-chloro-2-nitrobenzenesulfonylchloride), [H-].[Na+] (NaH), NC1=CC=C(C=2C=CC=NC12)C#N (8-aminoquinoline-5-carbonitrile), ClC1=CC(=C(C=C1)S(=O)(=O)Cl)[N+](=O)[O-] (4-chloro-2-nitrobenzenesulfonylchloride). The solvent is C1CCOC1 (THF). Yields the product ClC1=CC(=C(C=C1)S(=O)(=O)NC=1C=CC(=C2C=CC=NC12)C#N)[N+](=O)[O-] (4-Chloro-N-(5-cyano-quinolin-8-yl)-2-nitro-benzenesulfonamide). Yield: 30.9%. RXN SMILES: [NH2:1][C:2]1[C:11]2[N:10]=[CH:9][CH:8]=[CH:7][C:6]=2[C:5]([C:12]#[N:13])=[CH:4][CH:3]=1.[Cl:14][C:15]1[CH:20]=[CH:19][C:18]([S:21](Cl)(=[O:23])=[O:22])=[C:17]([N+:25]([O-:27])=[O:26])[CH:16]=1.[H-].[Na+]>C1COCC1>[Cl:14][C:15]1[CH:20]=[CH:19][C:18]([S:21]([NH:1][C:2]2[CH:3]=[CH:4][C:5]([C:12]#[N:13])=[C:6]3[C:11]=2[N:10]=[CH:9][CH:8]=[CH:7]3)(=[O:23])=[O:22])=[C:17]([N+:25]([O-:27])=[O:26])[CH:16]=1 |f:2.3|. Reported procedure: In a similar fashion using route 14 general procedure 58, 8-aminoquinoline-5-carbonitrile (Intermediate 472) (100 mg, 0.5 mmol), 4-chloro-2-nitrobenzenesulfonyl chloride (Intermediate 454) (166 mg, 0.65 mmol), NaH (60% dispersion in mineral oil, 26 mg, 0.65 mmol) and THF (2 ml) gave the title compound (60 mg, 26%) after purification by column chromatography with n-hexane/DCM (50:50) as the eluent.